Dataset: the Open Reaction Database (ORD), a public repository of structured organic reaction records. Task: describe an organic reaction: reactants, conditions, products, and yield Reactants: CCCC(=O)c1cnc2c(C)cccc2c1Cl, COc1ccc(N)c(C)c1, C1COCCO1. Yields the product CCCC(=O)c1cnc2c(C)cccc2c1Nc1ccc(OC)cc1C. As a reaction SMILES: [C:1]([CH2:2][CH2:3][CH3:4])(=[O:5])[c:6]1[cH:7][n:8][c:9]2[c:10]([CH3:17])[cH:11][cH:12][cH:13][c:14]2[c:15]1[Cl:16].[CH3:18][O:19][c:20]1[cH:21][c:22]([CH3:27])[c:23]([NH2:24])[cH:25][cH:26]1.[O:28]1[CH2:29][CH2:30][O:31][CH2:32][CH2:33]1>>[C:1]([CH2:2][CH2:3][CH3:4])(=[O:5])[c:6]1[cH:7][n:8][c:9]2[c:10]([CH3:17])[cH:11][cH:12][cH:13][c:14]2[c:15]1[NH:24][c:23]1[c:22]([CH3:27])[cH:21][c:20]([O:19][CH3:18])[cH:26][cH:25]1. The reactants are [H-].[Na+] (sodium hydride), COC(C(C1=CC=C(C=C1)O)=O)=O (4-hydroxy-alpha-oxobenzeneacetic acid methyl ester), BrCCCCOC1=CC=CC=C1 ((4-bromobutoxy)benzene). Solvent: CN(C=O)C (dimethylformamide). Reaction conditions: temperature 60 celsius, time 15 minute. The product is COC(C(C1=CC=C(C=C1)OCCCCOC1=CC=CC=C1)=O)=O (alpha-oxo-4-[[(4phenoxy)butyl]oxy]benzeneacetic acid methyl ester). The yield is 64.4%. As a reaction SMILES: [CH3:1][O:2][C:3](=[O:13])[C:4](=[O:12])[C:5]1[CH:10]=[CH:9][C:8]([OH:11])=[CH:7][CH:6]=1.[H-].[Na+].Br[CH2:17][CH2:18][CH2:19][CH2:20][O:21][C:22]1[CH:27]=[CH:26][CH:25]=[CH:24][CH:23]=1>CN(C)C=O>[CH3:1][O:2][C:3](=[O:13])[C:4](=[O:12])[C:5]1[CH:10]=[CH:9][C:8]([O:11][CH2:17][CH2:18][CH2:19][CH2:20][O:21][C:22]2[CH:27]=[CH:26][CH:25]=[CH:24][CH:23]=2)=[CH:7][CH:6]=1 |f:1.2|. Procedure: A stirred mixture of 4-hydroxy-alpha-oxobenzeneacetic acid methyl ester (0.724 g) in dimethylformamide (10 mL) under argon was treated with 55% sodium hydride (0.175 g), stirred for 15 minutes and treated with (4-bromobutoxy)benzene (1.37 g). The mixture was heated at 60° C. overnight and worked up as in Example 20. The material from dichloromethane extraction was purified by HPLC (dichloromethane-hexane; 3:1) and crystallized from dichloromethane-hexane to provide 0.85 g of alpha-oxo-4-[[(4phen...